Dataset: the Open Reaction Database (ORD), a public repository of structured organic reaction records. Task: describe an organic reaction: reactants, conditions, products, and yield Starting materials: phenyl propargyl aldehyde, 1,5-diphenylpentin-(1)-en-(3), C(C)(=O)C1=CC=CC=C1 (acetophenone), C1(=CC=CC=C1)C1=NC(=CC=C1)C1=CC=CC=C1 (2,6-diphenyl pyridine), C(C)(=O)C1=CC=CC=C1 (acetophenone), Cl(=O)(=O)(=O)O (perchloric acid). Yields the product Cl(=O)(=O)(=O)[O-].C1(=CC=CC=C1)C1=[O+]C(=CC=C1)C1=CC=CC=C1 (2,6-diphenyl pyrylium perchlorate). RXN SMILES: [C:1]([C:4]1[CH:9]=[CH:8][CH:7]=[CH:6][CH:5]=1)(=[O:3])[CH3:2].[C:10]1([C:16]2[CH:21]=[CH:20]C=C(C3C=CC=CC=3)N=2)[CH:15]=[CH:14][CH:13]=[CH:12][CH:11]=1.[Cl:28]([OH:32])(=[O:31])(=[O:30])=[O:29]>>[Cl:28]([O-:32])(=[O:31])(=[O:30])=[O:29].[C:4]1([C:1]2[CH:2]=[CH:20][CH:21]=[C:16]([C:10]3[CH:15]=[CH:14][CH:13]=[CH:12][CH:11]=3)[O+:3]=2)[CH:9]=[CH:8][CH:7]=[CH:6][CH:5]=1 |f:3.4|. Procedure: It is known that 2,6-diphenyl pyridine is formed when diphenyl pyridone dicarboxylic acid ester is distilled in the presence of zinc dust. The ester is recovered by dehydrogenation of the diphenyl piperidone dicarboxylic acid ester formed in the reaction of acetone dicarboxylic acid ester with benzaldehyde and ammonia (Berichte Vol. 42 (1910) pages 2020-2025). It is also known to start from acetophenone in production of the 2,6-diphenyl pyridine. For this purpose acetophenone is condensed with p... Reactants: [O-][Mn](=O)(=O)=O.[K+] (KMnO4), COC1=CC=2OC(C=CC2C2=C1C(C=1C=C3C(=NC1N2C)C=CC=C3)=O)(C)C (6-Methoxy-3,3,14-trimethyl-3,14-dihydro-7H-benzo[b]chromeno-[6,5-g][1,8]naphthyridin-7-one), O (water). Run in CC(=O)C (acetone). Run at time 8 hour. The product is OC1C(OC=2C=C(C=3C(C=4C=C5C(=NC4N(C3C2C1=O)C)C=CC=C5)=O)OC)(C)C (2-Hydroxy-6-methoxy-3,3,14-trimethyl-2,3-dihydro-1H-benzo[b]-chromeno[6,5-g][1,8]naphthyridin-1,7(14H)-dione). As a reaction SMILES: [O-:1][Mn](=O)(=O)=O.[K+].[CH3:7][O:8][C:9]1[C:18]2[C:19](=[O:32])[C:20]3[CH:21]=[C:22]4[CH:31]=[CH:30][CH:29]=[CH:28][C:23]4=[N:24][C:25]=3[N:26]([CH3:27])[C:17]=2[C:16]2[CH:15]=[CH:14][C:13]([CH3:34])([CH3:33])[O:12][C:11]=2[CH:10]=1.[OH2:35]>CC(C)=O>[OH:35][CH:14]1[C:15](=[O:1])[C:16]2[C:17]3[N:26]([CH3:27])[C:25]4[N:24]=[C:23]5[CH:28]=[CH:29][CH:30]=[CH:31][C:22]5=[CH:21][C:20]=4[C:19](=[O:32])[C:18]=3[C:9]([O:8][CH3:7])=[CH:10][C:11]=2[O:12][C:13]1([CH3:34])[CH3:33] |f:0.1|. Procedure details: Over the course of 30 minutes, add a suspension of 1.28 g of KMnO4 in 15 ml of water dropwise to a solution of 0.5 g of the product of Example 2 dissolved in 25 ml of acetone. The reaction mixture is stirred at ambient temperature for 8 hours and then, following conventional extraction and treatment, the expected product is isolated by chromatography of the residue on silica gel (dichloromethane/methanol:98/2).